The task is: describe an organic reaction: reactants, conditions, products, and yield. This data is from the Open Reaction Database (ORD), a public repository of structured organic reaction records. Product: C=CCn1c(=O)c2cnc(SC)nc2n1-c1ccccn1. Reactants: O=C([O-])[O-], C1COCCO1, C=CCn1[nH]c2nc(SC)ncc2c1=O, CNCCNC, [Cu]I, Ic1ccccn1, [K+], [K+], N. As a reaction SMILES: [C:29](=[O:30])([O-:31])[O-:32].[CH2:38]1[O:39][CH2:40][CH2:41][O:42][CH2:43]1.[CH2:7]([CH:8]=[CH2:9])[n:10]1[nH:11][c:12]2[n:13][c:14]([S:20][CH3:21])[n:15][cH:16][c:17]2[c:18]1=[O:19].[CH3:1][NH:2][CH2:3][CH2:4][NH:5][CH3:6].[Cu:36][I:37].[I:22][c:23]1[n:24][cH:25][cH:26][cH:27][cH:28]1.[K+:33].[K+:34].[NH3:35]>>[CH2:7]([CH:8]=[CH2:9])[n:10]1[n:11](-[c:23]2[n:24][cH:25][cH:26][cH:27][cH:28]2)[c:12]2[n:13][c:14]([S:20][CH3:21])[n:15][cH:16][c:17]2[c:18]1=[O:19]. Starting materials: CC=1N=C(NC1)CCC (4-methyl-2-propyl-1H-imidazole), C(=O)([O-])[O-].[Cs+].[Cs+] (Cs2CO3), CN[C@H]1[C@@H](CCCC1)NC ((1R,2R)-N1,N2-dimethylcyclohexane-1,2-diamine), BrC=1N=CSC1NC(C)=O (N-(4-bromothiazol-5-yl)acetamide). Reagents/catalysts: [Cu]I (copper (I) iodide). The solvent is CN(C)C=O (DMF). Reaction conditions: temperature 90 celsius. Yields the product CC=1N=C(N(C1)C=1N=CSC1NC(C)=O)CCC (N-(4-(4-methyl-2-propyl-1H-imidazol-1-yl)thiazol-5-yl)acetamide). As a reaction SMILES: [CH3:1][C:2]1[N:3]=[C:4]([CH2:7][CH2:8][CH3:9])[NH:5][CH:6]=1.C([O-])([O-])=O.[Cs+].[Cs+].CN[C@@H]1CCCC[C@H]1NC.Br[C:27]1[N:28]=[CH:29][S:30][C:31]=1[NH:32][C:33](=[O:35])[CH3:34]>CN(C=O)C.[Cu]I>[CH3:1][C:2]1[N:3]=[C:4]([CH2:7][CH2:8][CH3:9])[N:5]([C:27]2[N:28]=[CH:29][S:30][C:31]=2[NH:32][C:33](=[O:35])[CH3:34])[CH:6]=1 |f:1.2.3|. Procedure details: A flask was charged with 4-methyl-2-propyl-1H-imidazole from example 1.6 (140 mg, 1.13 mmol), Cs2CO3 (1.10 g, 3.39 mmol) and copper (I) iodide (108 mg, 0.56 mmol). A solution of (1R,2R)-N1,N2-dimethylcyclohexane-1,2-diamine (80 mg, 0.56 mmol,) and N-(4-bromothiazol-5-yl)acetamide from example 1.5 (250 mg, 1.13 mmol) in DMF (30 mL) was added under N2. The mixture was heated at 90° C. for overnight. It was concentrated and directly used for the next step without further purification. Reactants: BrC1=C(C=CC=2N(N=NC21)CC(C)C)I (4-Bromo-5-iodo-1-(2-methylpropyl)-1H-benzotriazole), OCC1=CC=C(C=C1)B1OC(C)(C)C(C)(C)O1 (4-(hydroxymethyl)benzeneboronic acid pinacol ester), C([O-])([O-])=O.[Cs+].[Cs+] (cesium carbonate). Reagents/catalysts: C1=CC=C(C=C1)P([C-]2C=CC=C2)C3=CC=CC=C3.C1=CC=C(C=C1)P([C-]2C=CC=C2)C3=CC=CC=C3.Cl[Pd]Cl.[Fe+2].ClCCl (PdCl2(dppf) dichloromethane). Solvent: O (water), O1CCCC1 (tetrahydrofuran), C(C)(=O)OCC (ethyl acetate). Conditions: temperature 40 celsius. The product is BrC1=C(C=CC=2N(N=NC21)CC(C)C)C2=CC=C(C=C2)CO ({4-[4-bromo-1-(2-methylpropyl)-1H-benzotriazol-5-yl]phenyl}methanol). As a reaction SMILES: [Br:1][C:2]1[C:10]2[N:9]=[N:8][N:7]([CH2:11][CH:12]([CH3:14])[CH3:13])[C:6]=2[CH:5]=[CH:4][C:3]=1I.[OH:16][CH2:17][C:18]1[CH:23]=[CH:22][C:21](B2OC(C)(C)C(C)(C)O2)=[CH:20][CH:19]=1.C(=O)([O-])[O-].[Cs+].[Cs+]>O1CCCC1.O.C(OCC)(=O)C.C1C=CC(P(C2C=CC=CC=2)[C-]2C=CC=C2)=CC=1.C1C=CC(P(C2C=CC=CC=2)[C-]2C=CC=C2)=CC=1.Cl[Pd]Cl.[Fe+2].ClCCl>[Br:1][C:2]1[C:10]2[N:9]=[N:8][N:7]([CH2:11][CH:12]([CH3:14])[CH3:13])[C:6]=2[CH:5]=[CH:4][C:3]=1[C:21]1[CH:22]=[CH:23][C:18]([CH2:17][OH:16])=[CH:19][CH:20]=1 |f:2.3.4,8.9.10.11.12|. Procedure: 4-Bromo-5-iodo-1-(2-methylpropyl)-1H-benzotriazole (554 mg, 1.458 mmol), 4-(hydroxymethyl)benzeneboronic acid pinacol ester (325 mg, 1.388 mmol), PdCl2(dppf)-dichloromethane adduct (56.7 mg, 0.069 mmol) and cesium carbonate (1357 mg, 4.16 mmol) were combined in tetrahydrofuran (7 ml) and water (0.700 ml). The vessel was sealed and heated at 40° C. for 48 hours. The mixture was cooled to ambient temperature, diluted with ethyl acetate, filtered through Celite and concentrated in vacuo. The residu...